From a dataset of the Open Reaction Database (ORD), a public repository of structured organic reaction records. describe an organic reaction: reactants, conditions, products, and yield Starting materials: NC1=CC=C(C=N1)OC=1C=CC(=C(C1)NC(=O)C1=CC(=NN1C)C)C (N-{5-[(6-aminopyridin-3-yl)oxy]-2-methylphenyl}-1,3-dimethyl-1H-pyrazole-5-carboxamide), C1(=CC=C(C=C1)S(=O)(=O)Cl)C (p-toluenesulfonyl chloride). Run in N1=CC=CC=C1 (pyridine). The product is CN1N=C(C=C1C(=O)NC1=C(C=CC(=C1)OC=1C=NC(=CC1)NS(=O)(=O)C1=CC=C(C=C1)C)C)C (1,3-dimethyl-N-{2-methyl-5-[(6-{[(4-methylphenyl)sulfonyl]amino}pyridin-3-yl)oxy]phenyl}-1H-pyrazole-5-carboxamide). Yield: 76.6%. As a reaction SMILES: [NH2:1][C:2]1[N:7]=[CH:6][C:5]([O:8][C:9]2[CH:10]=[CH:11][C:12]([CH3:25])=[C:13]([NH:15][C:16]([C:18]3[N:22]([CH3:23])[N:21]=[C:20]([CH3:24])[CH:19]=3)=[O:17])[CH:14]=2)=[CH:4][CH:3]=1.[C:26]1([CH3:36])[CH:31]=[CH:30][C:29]([S:32](Cl)(=[O:34])=[O:33])=[CH:28][CH:27]=1>N1C=CC=CC=1>[CH3:23][N:22]1[C:18]([C:16]([NH:15][C:13]2[CH:14]=[C:9]([O:8][C:5]3[CH:6]=[N:7][C:2]([NH:1][S:32]([C:29]4[CH:30]=[CH:31][C:26]([CH3:36])=[CH:27][CH:28]=4)(=[O:34])=[O:33])=[CH:3][CH:4]=3)[CH:10]=[CH:11][C:12]=2[CH3:25])=[O:17])=[CH:19][C:20]([CH3:24])=[N:21]1. Procedure details: In the same manner as in Reference Example 4 and using N-{5-[(6-aminopyridin-3-yl)oxy]-2-methylphenyl}-1,3-dimethyl-1H-pyrazole-5-carboxamide (2.61 g, 7.75 mmol), p-toluenesulfonyl chloride (1.77 g, 9.31 mmol) and pyridine (15 mL) as starting materials, the title compound (2.92 g, 77%) was obtained as a white solid. Reactants: BrC=1C=C(C=C(C1)C(F)(F)F)C1(CC(=NO1)C1=CC(=C(C=C1)C)Cl)C(F)(F)F (5-[3-bromo-5-(trifluoromethyl)phenyl]-3-(3-chloro-4-methylphenyl)-5-trifluoromethyl-4,5-dihydroisoxazole), BrN1C(CCC1=O)=O (N-bromosuccinimide), N(=NC(C#N)(C)C)C(C#N)(C)C (α,α′-azobisisobutyronitrile), ClCCCl (1,2-dichloroethane), resultant mixture, ClCCCl (1,2-dichloroethane), O (water). Run at time 1 hour. Product: BrC=1C=C(C=C(C1)C(F)(F)F)C1(CC(=NO1)C1=CC(=C(C=C1)CN1C(C=2C(C1=O)=CC=CC2)=O)Cl)C(F)(F)F (N-[[4-[5-[3-bromo-5-(trifluoromethyl)phenyl]-5-trifluoromethyl-4,5-dihydroisoxazole-3-yl]-2-chlorophenyl]methyl]phthalimide). Reaction SMILES: [Br:1][C:2]1[CH:3]=[C:4]([C:12]2([C:25]([F:28])([F:27])[F:26])[O:16][N:15]=[C:14]([C:17]3[CH:22]=[CH:21][C:20]([CH3:23])=[C:19]([Cl:24])[CH:18]=3)[CH2:13]2)[CH:5]=[C:6]([C:8]([F:11])([F:10])[F:9])[CH:7]=1.Br[N:30]1[C:34](=[O:35])[CH2:33][CH2:32][C:31]1=[O:36].N([C:44]([CH3:48])([CH3:47])C#N)=NC(C)(C)C#N.O.Cl[CH2:51]CCl>>[Br:1][C:2]1[CH:3]=[C:4]([C:12]2([C:25]([F:28])([F:26])[F:27])[O:16][N:15]=[C:14]([C:17]3[CH:22]=[CH:21][C:20]([CH2:23][N:30]4[C:34](=[O:35])[C:33]5=[CH:51][CH:48]=[CH:44][CH:47]=[C:32]5[C:31]4=[O:36])=[C:19]([Cl:24])[CH:18]=3)[CH2:13]2)[CH:5]=[C:6]([C:8]([F:10])([F:9])[F:11])[CH:7]=1. Procedure details: To a solution of 3.56 g of 5-[3-bromo-5-(trifluoromethyl)phenyl]-3-(3-chloro-4-methylphenyl)-5-trifluoromethyl-4,5-dihydroisoxazole in 15 mL of 1,2-dichloroethane, 1.43 g of N-bromosuccinimide and 0.096 g of α,α′-azobisisobutyronitrile were added and the resultant mixture was stirred while heating the reaction mixture to reflux for 3 hours. After the completion of the reaction, the reaction mixture was left to be cooled down to room temperature and 50 mL of 1,2-dichloroethane was added to the re... The reactants are OC1=C(C(=O)N(C)CCNC(OC(C)(C)C)=O)C=CC=C1 (tert-butyl 2-(2-hydroxy-N-methylbenzamido)ethylcarbamate), FC(C(=O)O)(F)F (trifluoroacetic acid). The solvent is C(Cl)Cl (CH2Cl2). Reaction conditions: temperature 0 celsius, time 16 hour. Yields the product NCCN(C(C1=C(C=CC=C1)O)=O)C (N-(2-aminoethyl)-2-hydroxy-N-methylbenzamide). The yield is 378.6%. Reaction SMILES: [OH:1][C:2]1[CH:21]=[CH:20][CH:19]=[CH:18][C:3]=1[C:4]([N:6]([CH2:8][CH2:9][NH:10]C(=O)OC(C)(C)C)[CH3:7])=[O:5].FC(F)(F)C(O)=O>C(Cl)Cl>[NH2:10][CH2:9][CH2:8][N:6]([CH3:7])[C:4](=[O:5])[C:3]1[CH:18]=[CH:19][CH:20]=[CH:21][C:2]=1[OH:1]. Reported procedure: To a solution of tert-butyl 2-(2-hydroxy-N-methylbenzamido)ethylcarbamate (0.2 g, 0.68 mmol) in CH2Cl2 (5 mL) at 0° C. was added trifluoroacetic acid (1.8 mL, 23.4 mmol). The mixture was stirred (0° C., 16 h), concentrated under reduced pressure and neutralized with saturated NH3 in CH3OH. The mixture was concentrated under reduced pressure to afford N-(2-aminoethyl)-2-hydroxy-N-methylbenzamide as a colorless oil (0.5 g). This compound was used in the next step without further purification. Mass... Reactants: O (water), ClC1=CC=C(C=C1)C1=CC=2N(C=N1)C(NN2)=O (7-(4-chlorophenyl)-[1,2,4]triazolo[4,3-c]pyrimidin-3(2H)-one), C(=O)([O-])[O-].[K+].[K+] (K2CO3), ClCC=1C=CC(=NC1)C(F)(F)F (5-(chloromethyl)-2-(trifluoromethyl)pyridine). Solvent: CN(C)C=O (DMF). Conditions: temperature 60 celsius. Product: ClC1=CC=C(C=C1)C1=CC=2N(C=N1)C(N(N2)CC=2C=NC(=CC2)C(F)(F)F)=O (7-(4-chlorophenyl)-2-((6-(trifluoromethyl)pyridin-3-yl)methyl)-[1,2,4]triazolo[4,3-c]pyrimidin-3(2H)-one). Yield: 16.9%. Reaction SMILES: [Cl:1][C:2]1[CH:7]=[CH:6][C:5]([C:8]2[N:13]=[CH:12][N:11]3[C:14](=[O:17])[NH:15][N:16]=[C:10]3[CH:9]=2)=[CH:4][CH:3]=1.Cl[CH2:19][C:20]1[CH:21]=[CH:22][C:23]([C:26]([F:29])([F:28])[F:27])=[N:24][CH:25]=1.C([O-])([O-])=O.[K+].[K+].O>CN(C=O)C>[Cl:1][C:2]1[CH:7]=[CH:6][C:5]([C:8]2[N:13]=[CH:12][N:11]3[C:14](=[O:17])[N:15]([CH2:19][C:20]4[CH:25]=[N:24][C:23]([C:26]([F:29])([F:27])[F:28])=[CH:22][CH:21]=4)[N:16]=[C:10]3[CH:9]=2)=[CH:4][CH:3]=1 |f:2.3.4|. Procedure: To a stirred suspension of 7-(4-chlorophenyl)-[1,2,4]triazolo[4,3-c]pyrimidin-3(2H)-one (738 mg, 3.0 mmol) in DMF (5 mL) at room temperature under argon was added 5-(chloromethyl)-2-(trifluoromethyl)pyridine (647 mg, 3.3 mmol), followed by K2CO3 (828 mg, 6.0 mmol). The resulting mixture was heated at 60° C. for 48 h, after which time analysis by HPLC/MS indicated that the reaction was complete. After cooling the reaction mixture to room temperature, water (50 mL) was added. The resulting mixture... Starting materials: C(C)(=O)O (acetic acid), ICl (iodine monochloride), C(C)(=O)O (acetic acid), CN1N=CC=C1C1=CC=C(C=C1)C(F)(F)F (1-methyl-5-[4-(trifluoromethyl)phenyl]-1H-pyrazole), C(C)(=O)[O-].[Na+] (sodium acetate). The solvent is O (water). Run at time 4 hour. Yields the product IC=1C=NN(C1C1=CC=C(C=C1)C(F)(F)F)C (4-Iodo-1-methyl-5-[4-(trifluoromethyl)phenyl]-1H-pyrazole). Yield: 83.8%. Reaction SMILES: C(O)(=O)C.[I:5]Cl.[CH3:7][N:8]1[C:12]([C:13]2[CH:18]=[CH:17][C:16]([C:19]([F:22])([F:21])[F:20])=[CH:15][CH:14]=2)=[CH:11][CH:10]=[N:9]1.C([O-])(=O)C.[Na+]>O>[I:5][C:11]1[CH:10]=[N:9][N:8]([CH3:7])[C:12]=1[C:13]1[CH:14]=[CH:15][C:16]([C:19]([F:20])([F:21])[F:22])=[CH:17][CH:18]=1 |f:3.4|. Procedure details: An acetic acid (3.3 mL) solution of iodine monochloride (2.64 g) was added dropwise to an acetic acid (22 mL) solution that contained 1-methyl-5-[4-(trifluoromethyl)phenyl]-1H-pyrazole (3.70 g) and sodium acetate (1.38 g) at a room temperature, and the obtained solution was then stirred for 4 hours. Thereafter, water (250 mL) was added to the reaction solution, and the obtained solution was then stirred for 30 minutes. Then, a precipitated solid was collected by filtration, and was then washed w... Starting materials: Cc1ccccc1, CCOC(C)=O, CCCCCC, O=C(Cl)Cl, NC(CO)Cc1ccccc1, [Na+], [OH-]. Yields the product O=C1NC(Cc2ccccc2)CO1. Reaction SMILES: [CH3:18][c:19]1[cH:20][cH:21][cH:22][cH:23][cH:24]1.[CH3:25][CH2:26][O:27][C:28](=[O:29])[CH3:30].[CH3:31][CH2:32][CH2:33][CH2:34][CH2:35][CH3:36].[Cl:1][C:2]([Cl:3])=[O:4].[NH2:5][CH:6]([CH2:7][c:8]1[cH:9][cH:10][cH:11][cH:12][cH:13]1)[CH2:14][OH:15].[Na+:17].[OH-:16]>>[C:2]1(=[O:4])[NH:5][CH:6]([CH2:7][c:8]2[cH:9][cH:10][cH:11][cH:12][cH:13]2)[CH2:14][O:15]1. Starting materials: COC(=O)CCc1cn(S(=O)(=O)c2ccccc2)c2ccc(Br)cc12, COCCOC, [K+], [K+], O=C([O-])[O-], CC(=O)[O-], CC(=O)[O-], O, [Pd+2], c1ccc(P(c2ccccc2)c2ccccc2)cc1, OB(O)c1ccsc1. The product is COC(=O)CCc1cn(S(=O)(=O)c2ccccc2)c2ccc(-c3ccsc3)cc12. As a reaction SMILES: [CH3:1][O:2][C:3]([CH2:4][CH2:5][c:6]1[cH:7][n:8]([S:16](=[O:17])(=[O:18])[c:19]2[cH:20][cH:21][cH:22][cH:23][cH:24]2)[c:9]2[cH:10][cH:11][c:12]([Br:15])[cH:13][c:14]12)=[O:25].[CH3:69][O:70][CH2:71][CH2:72][O:73][CH3:74].[K+:53].[K+:54].[O-:55][C:56]([O-:57])=[O:58].[O-:60][C:61]([CH3:62])=[O:63].[O-:64][C:65]([CH3:66])=[O:67].[OH2:68].[Pd+2:59].[c:34]1([P:35]([c:36]2[cH:37][cH:38][cH:39][cH:40][cH:41]2)[c:42]2[cH:43][cH:44][cH:45][cH:46][cH:47]2)[cH:48][cH:49][cH:50][cH:51][cH:52]1.[s:26]1[cH:27][c:28]([B:31]([OH:32])[OH:33])[cH:29][cH:30]1>>[CH3:1][O:2][C:3]([CH2:4][CH2:5][c:6]1[cH:7][n:8]([S:16](=[O:17])(=[O:18])[c:19]2[cH:20][cH:21][cH:22][cH:23][cH:24]2)[c:9]2[cH:10][cH:11][c:12](-[c:28]3[cH:27][s:26][cH:30][cH:29]3)[cH:13][c:14]12)=[O:25]. The reactants are ClC=1C=CC(=NC1)[C@@](CC1=CC=CC=C1)(N)C1=CC(=CC(=C1)OC(C(F)F)(F)F)F ((S)-1-(5-chloropyridin-2-yl)-1-(3-fluoro-5-(1,1,2,2-tetrafluoroethoxy)phenyl)-2-phenylethanamine), C(OC1=CC=C(C=C1)[N+](=O)[O-])(=O)Cl (4-nitrophenyl carbonochloridate), C(=O)([O-])[O-].[K+].[K+] (K2CO3). Solvent: C(Cl)Cl (DCM). Conditions: time 18 hour. Yields the product ClC=1C=CC(=NC1)[C@](CC1=CC=CC=C1)(C1=CC(=CC(=C1)OC(C(F)F)(F)F)F)NC(OC1=CC=C(C=C1)[N+](=O)[O-])=O ((S)-4-nitrophenyl 1-(5-chloropyridin-2-yl)-1-(3-fluoro-5-(1,1,2,2-tetrafluoroethoxy)phenyl)-2-phenylethylcarbamate). Reaction SMILES: [Cl:1][C:2]1[CH:3]=[CH:4][C:5]([C@:8]([C:17]2[CH:22]=[C:21]([O:23][C:24]([F:29])([F:28])[CH:25]([F:27])[F:26])[CH:20]=[C:19]([F:30])[CH:18]=2)([NH2:16])[CH2:9][C:10]2[CH:15]=[CH:14][CH:13]=[CH:12][CH:11]=2)=[N:6][CH:7]=1.[C:31](Cl)(=[O:42])[O:32][C:33]1[CH:38]=[CH:37][C:36]([N+:39]([O-:41])=[O:40])=[CH:35][CH:34]=1.C([O-])([O-])=O.[K+].[K+]>C(Cl)Cl>[Cl:1][C:2]1[CH:3]=[CH:4][C:5]([C@@:8]([NH:16][C:31](=[O:42])[O:32][C:33]2[CH:34]=[CH:35][C:36]([N+:39]([O-:41])=[O:40])=[CH:37][CH:38]=2)([C:17]2[CH:22]=[C:21]([O:23][C:24]([F:29])([F:28])[CH:25]([F:27])[F:26])[CH:20]=[C:19]([F:30])[CH:18]=2)[CH2:9][C:10]2[CH:15]=[CH:14][CH:13]=[CH:12][CH:11]=2)=[N:6][CH:7]=1 |f:2.3.4|. Procedure: To a solution of (S)-1-(5-chloropyridin-2-yl)-1-(3-fluoro-5-(1,1,2,2-tetrafluoroethoxy)phenyl)-2-phenylethanamine (200 mg, 0.45 mmol) in DCM (2 mL) was added 4-nitrophenyl carbonochloridate (226.9 mg, 1.13 mmol) followed by the addition of K2CO3 (620.6 mg, 4.5 mmol). The reaction mixture was stirred at room temperature for 18 h and filtered through a small silica pad. The filtrate was diluted with DCM (20 mL), washed with saturated NaHCO3 (8×15 mL) till the aqueous layer only showed light yellow... RXN SMILES: [Cl:1][C:2]([F:27])([F:26])[O:3][C:4]1[CH:9]=[CH:8][C:7]([NH:10][C:11](=[O:25])[C:12]2[CH:17]=[C:16](I)[C:15]([N:19]3[CH2:22][CH:21]([CH2:23][OH:24])[CH2:20]3)=[N:14][CH:13]=2)=[CH:6][CH:5]=1.[CH3:28][C:29]1[CH:33]=[C:32](B2OC(C)(C)C(C)(C)O2)[N:31](C2CCCCO2)[N:30]=1.[O-]P([O-])([O-])=O.[K+].[K+].[K+].C(O)(C(F)(F)F)=O.C([O-])([O-])=O.[Na+].[Na+]>CCOC(C)=O.C1C=CC([P]([Pd]([P](C2C=CC=CC=2)(C2C=CC=CC=2)C2C=CC=CC=2)([P](C2C=CC=CC=2)(C2C=CC=CC=2)C2C=CC=CC=2)[P](C2C=CC=CC=2)(C2C=CC=CC=2)C2C=CC=CC=2)(C2C=CC=CC=2)C2C=CC=CC=2)=CC=1.C1(C)C=CC=CC=1>[Cl:1][C:2]([F:27])([F:26])[O:3][C:4]1[CH:9]=[CH:8][C:7]([NH:10][C:11](=[O:25])[C:12]2[CH:17]=[C:16]([C:32]3[NH:31][N:30]=[C:29]([CH3:28])[CH:33]=3)[C:15]([N:19]3[CH2:22][CH:21]([CH2:23][OH:24])[CH2:20]3)=[N:14][CH:13]=2)=[CH:6][CH:5]=1 |f:2.3.4.5,7.8.9,^1:79,81,100,119|. The solvent is C1(=CC=CC=C1)C (toluene), CCOC(=O)C (EtOAc). Reaction conditions: temperature 80 celsius, time 24 hour. Procedure details: A mixture of N-(4-(chlorodifluoromethoxy)phenyl)-6-(3-(hydroxymethyl)azetidin-1-yl)-5-iodonicotinamide (Stage 92.1, 175 mg, 0.343 mmol), 3-methyl-1-(tetrahydro-2H-pyran-2-yl)-5-(4,4,5,5-tetramethyl-1,3,2-dioxaborolan-2-yl)-1H-pyrazole (201 mg, 0.687 mmol), K3PO4 (219 mg, 1.030 mmol) and Pd(PPh3)4 (19.9 mg, 0.017 mmol) and toluene (2 mL) were added to a vial, which was sealed purged with argon stirred at 80° C. for 24 h. EtOAc (60 mL) was added and the solution was washed with aq. sat. NaHCO3 sol... The reagents and catalysts are C=1C=CC(=CC1)[P](C=2C=CC=CC2)(C=3C=CC=CC3)[Pd]([P](C=4C=CC=CC4)(C=5C=CC=CC5)C=6C=CC=CC6)([P](C=7C=CC=CC7)(C=8C=CC=CC8)C=9C=CC=CC9)[P](C=1C=CC=CC1)(C=1C=CC=CC1)C=1C=CC=CC1 (Pd(PPh3)4). Reactants: C(=O)(C(F)(F)F)O (TFA), ClC(OC1=CC=C(C=C1)NC(C1=CN=C(C(=C1)I)N1CC(C1)CO)=O)(F)F (N-(4-(chlorodifluoromethoxy)phenyl)-6-(3-(hydroxymethyl)azetidin-1-yl)-5-iodonicotinamide), CC1=NN(C(=C1)B1OC(C(O1)(C)C)(C)C)C1OCCCC1 (3-methyl-1-(tetrahydro-2H-pyran-2-yl)-5-(4,4,5,5-tetramethyl-1,3,2-dioxaborolan-2-yl)-1H-pyrazole), [O-]P(=O)([O-])[O-].[K+].[K+].[K+] (K3PO4), C(=O)([O-])[O-].[Na+].[Na+] (Na2CO3). Yields the product ClC(OC1=CC=C(C=C1)NC(C1=CN=C(C(=C1)C1=CC(=NN1)C)N1CC(C1)CO)=O)(F)F (N-(4-(Chlorodifluoromethoxy)phenyl)-6-(3-(hydroxymethyl)azetidin-1-yl)-5-(3-methyl-1H-pyrazol-5-yl)nicotinamide). The reactants are BrCCCCCCCCCCOCc1ccccc1, CC(C)C(=O)O, CC(C)[N-]C(C)C, Cl, [Li+], [Li], C1CCOC1. Yields the product CC(C)(CCCCCCCCCCOCc1ccccc1)C(=O)O. As a reaction SMILES: [CH2:16]([c:17]1[cH:18][cH:19][cH:20][cH:21][cH:22]1)[O:23][CH2:24][CH2:25][CH2:26][CH2:27][CH2:28][CH2:29][CH2:30][CH2:31][CH2:32][CH2:33][Br:34].[CH3:2][CH:3]([C:4](=[O:5])[OH:6])[CH3:7].[CH:8]([N-:9][CH:10]([CH3:11])[CH3:12])([CH3:13])[CH3:14].[ClH:35].[Li+:15].[Li:1].[O:36]1[CH2:37][CH2:38][CH2:39][CH2:40]1>>[CH3:2][C:3]([C:4](=[O:5])[OH:6])([CH3:7])[CH2:33][CH2:32][CH2:31][CH2:30][CH2:29][CH2:28][CH2:27][CH2:26][CH2:25][CH2:24][O:23][CH2:16][c:17]1[cH:18][cH:19][cH:20][cH:21][cH:22]1.